Dataset: the Open Reaction Database (ORD), a public repository of structured organic reaction records. Task: describe an organic reaction: reactants, conditions, products, and yield Reactants: Cc1nc2ccccc2c(=O)n1-c1ccc(OC2CCN(C(=O)OC(C)(C)C)CC2)cc1, ClC(Cl)Cl, O=C(O)C(F)(F)F. Yields the product Cc1nc2ccccc2c(=O)n1-c1ccc(OC2CCNCC2)cc1. RXN SMILES: [C:1]([O:2][C:3](=[O:4])[N:8]1[CH2:9][CH2:10][CH:11]([O:14][c:15]2[cH:16][cH:17][c:18](-[n:21]3[c:22]([CH3:32])[n:23][c:24]4[cH:25][cH:26][cH:27][cH:28][c:29]4[c:30]3=[O:31])[cH:19][cH:20]2)[CH2:12][CH2:13]1)([CH3:5])([CH3:6])[CH3:7].[CH:40]([Cl:41])([Cl:42])[Cl:43].[OH:33][C:34]([C:35]([F:36])([F:37])[F:38])=[O:39]>>[NH:8]1[CH2:9][CH2:10][CH:11]([O:14][c:15]2[cH:16][cH:17][c:18](-[n:21]3[c:22]([CH3:32])[n:23][c:24]4[cH:25][cH:26][cH:27][cH:28][c:29]4[c:30]3=[O:31])[cH:19][cH:20]2)[CH2:12][CH2:13]1. Starting materials: CN1CC=2N(C(C1=O)C1=CC=C(C#N)C=C1)C=NC2 (4-(7-methyl-6-oxo-5,6,7,8-tetrahydro-imidazol[1,5-a]pyrazin-5-yl)-benzonitrile), O(CC)CC.Cl (Et2O—HCl). The solvent is CC(=O)C (acetone). Product: Cl.CN1CC=2N(C(C1=O)C1=CC=C(C#N)C=C1)C=NC2 (4-(7-Methyl-6-oxo-5,6,7,8-tetrahydro-imidazo[1,5-a]pyrazin-5-yl)-benzonitrile hydrochloride), hydrochloride salt. Reaction SMILES: [CH3:1][N:2]1[C:7](=[O:8])[CH:6]([C:9]2[CH:16]=[CH:15][C:12]([C:13]#[N:14])=[CH:11][CH:10]=2)[N:5]2[CH:17]=[N:18][CH:19]=[C:4]2[CH2:3]1.O(CC)CC.[ClH:25]>CC(C)=O>[ClH:25].[CH3:1][N:2]1[C:7](=[O:8])[CH:6]([C:9]2[CH:16]=[CH:15][C:12]([C:13]#[N:14])=[CH:11][CH:10]=2)[N:5]2[CH:17]=[N:18][CH:19]=[C:4]2[CH2:3]1 |f:1.2,4.5|. Procedure details: The title compound is prepared analogously to Example 1, i.e., 4-(7-methyl-6-oxo-5,6,7,8-tetrahydro-imidazol[1,5-a]pyrazin-5-yl)-benzonitrile, obtained analogously to Example 1, is dissolved in acetone, then treated with Et2O—HCl(g) to afford the hydrochloride salt: m.p. 222-224° C.; 1H-NMR (DMSO-d6) 9.07 (1H, s), 7.92 (2H, d, J=8.2), 7.48 (1H, s), 7.49 (2H, d, J=8.2), 6.46 (1H, s), 4.83 (2H, s), 3.03 (3H, s); 13C-NMR (DMSO-d6) δ 162.5, 140.5, 134.3, 133.4, 128.7, 125.1, 118.6, 115.7, 112.4, 60....